From a dataset of the Open Reaction Database (ORD), a public repository of structured organic reaction records. describe an organic reaction: reactants, conditions, products, and yield Starting materials: O=C([O-])[O-], CCCCCCCCCCCc1nnc2n1-c1sc(CC)cc1C(c1ccc(O)cc1)=NC2, [K+], [K+], O=N[O-], [Na+], C1COCCO1, O, O=S(=O)(O)O. Yields the product CCCCCCCCCCCc1nnc(CO)n1-c1sc(CC)cc1C(=O)c1ccc(O)cc1. RXN SMILES: [C:43](=[O:44])([O-:45])[O-:46].[CH2:1]([CH3:2])[c:3]1[cH:4][c:5]2[c:11]([s:12]1)-[n:10]1[c:9]([n:15][n:14][c:13]1[CH2:16][CH2:17][CH2:18][CH2:19][CH2:20][CH2:21][CH2:22][CH2:23][CH2:24][CH2:25][CH3:26])[CH2:8][N:7]=[C:6]2[c:27]1[cH:28][cH:29][c:30]([OH:33])[cH:31][cH:32]1.[K+:47].[K+:48].[N:39]([O-:40])=[O:41].[Na+:42].[O:50]1[CH2:51][CH2:52][O:53][CH2:54][CH2:55]1.[OH2:49].[S:34]([OH:35])(=[O:36])(=[O:37])[OH:38]>>[CH2:1]([CH3:2])[c:3]1[cH:4][c:5]([C:6]([c:27]2[cH:28][cH:29][c:30]([OH:33])[cH:31][cH:32]2)=[O:35])[c:11](-[n:10]2[c:9]([CH2:8][OH:49])[n:15][n:14][c:13]2[CH2:16][CH2:17][CH2:18][CH2:19][CH2:20][CH2:21][CH2:22][CH2:23][CH2:24][CH2:25][CH3:26])[s:12]1. The reactants are C1(=CC=CC=C1)C=1NC=C(N1)CO (2-phenyl-4-imidazolemethanol), [N+](=O)(O)[O-] (HNO3), C(=O)([O-])[O-].[Na+].[Na+] (Na2CO3). Reagents/catalysts: [N+](=O)(O)[O-] (HNO3). Run at temperature 0 celsius. Yields the product C1(=CC=CC=C1)C=1NC=C(N1)C=O (2-Phenyl-4-imidazolecarboxaldehyde). Reaction SMILES: [C:1]1([C:7]2[NH:8][CH:9]=[C:10]([CH2:12][OH:13])[N:11]=2)[CH:6]=[CH:5][CH:4]=[CH:3][CH:2]=1.[N+]([O-])(O)=O.C([O-])([O-])=O.[Na+].[Na+]>[N+]([O-])(O)=O>[C:1]1([C:7]2[NH:8][CH:9]=[C:10]([CH:12]=[O:13])[N:11]=2)[CH:2]=[CH:3][CH:4]=[CH:5][CH:6]=1 |f:2.3.4|. Reported procedure: A 17.4 gm. portion of 2-phenyl-4-imidazolemethanol and 13.4 ml. of concentrated HNO3 are heated on a steam bath for 21/2 hours. Three drops of fuming HNO3 are added to start the reaction. The pH is adjusted to 8 with concentrated aqueous Na2CO3 and the mixture is cooled to 0° C. overnight. The solid is recovered, washed with water and recrystallized from a mixture of 70 ml. of ethyl acetate and 20 ml. of petroleum ether giving a yellow solid. Treatment of the mother liquor with petroleum ether g... Reactants: [Li]CCCC, c1ccc(COc2cccs2)cc1, CN(C)C=O, CCOCC, [Cl-], [NH4+]. The product is O=Cc1ccc(OCc2ccccc2)s1. RXN SMILES: [CH2:14]([Li:15])[CH2:16][CH2:17][CH3:18].[CH2:1]([c:2]1[cH:3][cH:4][cH:5][cH:6][cH:7]1)[O:8][c:9]1[s:10][cH:11][cH:12][cH:13]1.[CH3:19][N:20]([CH:21]=[O:22])[CH3:23].[CH3:26][CH2:27][O:28][CH2:29][CH3:30].[Cl-:24].[NH4+:25]>>[CH2:1]([c:2]1[cH:3][cH:4][cH:5][cH:6][cH:7]1)[O:8][c:9]1[s:10][c:11]([CH:21]=[O:22])[cH:12][cH:13]1. The reactants are ClC(C(=O)OC)CC=1C=NC(=CC1)OC (methyl 2-chloro-3-(6-methoxy-3-pyridyl)propionate), [OH-].[K+] (potassium hydroxide). Solvent: C(C)O (ethanol). Yields the product COC1=CC=C(C=N1)C=CC(=O)O (3-(6-methoxy-3-pyridyl)acrylic acid). The yield is 17.9%. As a reaction SMILES: Cl[CH:2]([CH2:7][C:8]1[CH:9]=[N:10][C:11]([O:14][CH3:15])=[CH:12][CH:13]=1)[C:3]([O:5]C)=[O:4].[OH-].[K+]>C(O)C>[CH3:15][O:14][C:11]1[N:10]=[CH:9][C:8]([CH:7]=[CH:2][C:3]([OH:5])=[O:4])=[CH:13][CH:12]=1 |f:1.2|. Procedure details: A mixture of 4.5 g of methyl 2-chloro-3-(6-methoxy-3-pyridyl)propionate, 46 ml of 4N potassium hydroxide solution, and 46 ml of ethanol is refluxed for 2 hours and concentrated under reduced pressure. To the residue is added 30 ml of water, and the mixture is neutralized with acetic acid. The resulting precipitate is collected and recrystallized from isopropyl alcohol to give 0.63 g of the title compound, m.p. 177°-180° C. Reactants: [BH3-]C#N, C, COc1cccc(CN2CCC(N3C(=O)Nc4ccccc4C3c3cccc(OCc4ccccc4)c3)CC2)c1, CO, O=C[O-], COc1cccc(C=O)c1, [NH4+], [Na+], [Pd]. The product is COc1cccc(CN2CCC(N3C(=O)Nc4ccccc4C3c3cccc(O)c3)CC2)c1. RXN SMILES: [C:55]([BH3-:56])#[N:57].[C:61].[CH3:1][O:2][c:3]1[cH:4][c:5]([CH2:6][N:7]2[CH2:8][CH2:9][CH:10]([N:13]3[C:14](=[O:37])[NH:15][c:16]4[cH:17][cH:18][cH:19][cH:20][c:21]4[CH:22]3[c:23]3[cH:24][c:25]([O:29][CH2:30][c:31]4[cH:32][cH:33][cH:34][cH:35][cH:36]4)[cH:26][cH:27][cH:28]3)[CH2:11][CH2:12]2)[cH:38][cH:39][cH:40]1.[CH3:59][OH:60].[CH:41]([O-:42])=[O:43].[CH:45](=[O:46])[c:47]1[cH:48][cH:49][cH:50][c:51]([O:52][CH3:53])[cH:54]1.[NH4+:44].[Na+:58].[Pd:62]>>[CH3:1][O:2][c:3]1[cH:4][c:5]([CH2:6][N:7]2[CH2:8][CH2:9][CH:10]([N:13]3[C:14](=[O:37])[NH:15][c:16]4[cH:17][cH:18][cH:19][cH:20][c:21]4[CH:22]3[c:23]3[cH:24][c:25]([OH:29])[cH:26][cH:27][cH:28]3)[CH2:11][CH2:12]2)[cH:38][cH:39][cH:40]1. Product: C(C)OC1=CCCCC1 (1-ethoxycyclohexene). RXN SMILES: C1(C)C=CC(S(O)(=O)=O)=CC=1.[CH2:12]([O:14][C:15]1(OCC)[CH2:20][CH2:19][CH2:18][CH2:17][CH2:16]1)[CH3:13]>>[CH2:12]([O:14][C:15]1[CH2:20][CH2:19][CH2:18][CH2:17][CH:16]=1)[CH3:13]. Procedure details: The synthesis was the same as in Example 1 except that about 50 mg of p-toluene sulfonic acid and 50 ml diethoxycyclohexane (from Lancaster) were employed. Under vacuum overnight at about 90° C., some small amount of distilled liquid was discarded, then the temperature was raised up to 120°-130° C. and the 1-ethoxycyclohexene was collected through distillation. The reactants are C1(=CC=C(C=C1)S(=O)(=O)O)C (p-toluene sulfonic acid), C(C)OC1(CCCCC1)OCC (diethoxycyclohexane). Starting materials: 17.3, N(=O)[O-].[Na+] (sodium nitrite), 35, F[B-](F)(F)F.[NH4+] (ammonium fluoroborate), Cl (hydrochloric acid), C(C(C)C)C1=C(N)C=C(C=C1)CC(C)C (2,5-diisobutylaniline). Solvent: O (water), O (water). Yields the product FC1=C(C=CC(=C1)CC(C)C)CC(C)C (2-fluoro-1,4-diisobutylbenzene). As a reaction SMILES: Cl.[CH2:2]([C:6]1[CH:12]=[CH:11][C:10]([CH2:13][CH:14]([CH3:16])[CH3:15])=[CH:9][C:7]=1N)[CH:3]([CH3:5])[CH3:4].N([O-])=O.[Na+].[F:21][B-](F)(F)F.[NH4+]>O>[F:21][C:7]1[CH:9]=[C:10]([CH2:13][CH:14]([CH3:15])[CH3:16])[CH:11]=[CH:12][C:6]=1[CH2:2][CH:3]([CH3:4])[CH3:5] |f:2.3,4.5|. Procedure: To 124 parts of 6N hydrochloric acid is added 48.8 parts of 2,5-diisobutylaniline. The mixture is cooled to 0° and a cold solution of 17.3 parts of sodium nitrite in water is added slowly, keeping temp. at 0°. A cold solution of 35 parts of ammonium fluoroborate in 120 parts of water is added with vigorous stirring. After one half hour, the precipitate is collected, washed with 25 parts cold 5% ammonium fluoroborate solution, 30 parts cold methanol and ether. The 2,5-diisobutylbenzenediazonium f...